Dataset: the Open Reaction Database (ORD), a public repository of structured organic reaction records. Task: describe an organic reaction: reactants, conditions, products, and yield The reactants are C(C)(C)C=CN(C(=O)Cl)C(C)(C)C (N-(2-isopropylvinyl)-N-tert.-butylcarbamyl chloride), N1N=[C-]N=C1.[Na+] (sodium 1,2,4-triazolide). The solvent is O1CCCC1 (tetrahydrofuran). Conditions: temperature 65 celsius, time 6 hour. The product is C(C)(C)C=CN(C(=O)N1N=CN=C1)C(C)(C)C (1-(N-(2-isopropylvinyl)-N-tert.-butylcarbamoyl)-1,2,4-triazole). Yield: 55.9%. RXN SMILES: [CH:1]([CH:4]=[CH:5][N:6]([C:10]([CH3:13])([CH3:12])[CH3:11])[C:7](Cl)=[O:8])([CH3:3])[CH3:2].[NH:14]1[CH:18]=[N:17][C-:16]=[N:15]1.[Na+]>O1CCCC1>[CH:1]([CH:4]=[CH:5][N:6]([C:10]([CH3:13])([CH3:12])[CH3:11])[C:7]([N:14]1[CH:18]=[N:17][CH:16]=[N:15]1)=[O:8])([CH3:3])[CH3:2] |f:1.2|. Procedure details: 21 g (0.103 mole) of N-(2-isopropylvinyl)-N-tert.-butylcarbamyl chloride are added dropwise to a suspension of 10.5 g (0.115 mole) of sodium 1,2,4-triazolide in 100 ml of dry tetrahydrofuran at 20° C. The mixture is stirred for 6 hours at 65° C., after which it is cooled to 20° C., the resulting precipitate is filtered off under suction, the filtrate is evaporated down and the oil which remains is distilled under reduced pressure. 13.6 g of 1-(N-(2-isopropylvinyl)-N-tert.-butylcarbamoyl)-1,2,4-t... Starting materials: [BH4-], CO, Cl, NCCc1c[nH]c2ccc(OCCCCN3C(=O)c4ccccc4C3=O)cc12, [Na+]. Yields the product NCCc1c[nH]c2ccc(OCCCCN3C(=O)c4ccccc4C3O)cc12. RXN SMILES: [BH4-:30].[CH3:32][OH:33].[ClH:1].[NH2:2][CH2:3][CH2:4][c:5]1[cH:6][nH:7][c:8]2[cH:9][cH:10][c:11]([O:14][CH2:15][CH2:16][CH2:17][CH2:18][N:19]3[C:20](=[O:29])[c:21]4[c:22]([cH:25][cH:26][cH:27][cH:28]4)[C:23]3=[O:24])[cH:12][c:13]12.[Na+:31]>>[NH2:2][CH2:3][CH2:4][c:5]1[cH:6][nH:7][c:8]2[cH:9][cH:10][c:11]([O:14][CH2:15][CH2:16][CH2:17][CH2:18][N:19]3[C:20](=[O:29])[c:21]4[c:22]([cH:25][cH:26][cH:27][cH:28]4)[CH:23]3[OH:24])[cH:12][c:13]12.